From a dataset of the Open Reaction Database (ORD), a public repository of structured organic reaction records. describe an organic reaction: reactants, conditions, products, and yield Starting materials: C(C)(=O)N1CC(CCC1)C(C1=CC=C(C=C1)F)=O (1-acetyl-3-(4-fluorobenzoyl)piperidine), N1CCCCC1 (piperidine). Reaction conditions: temperature 100 celsius, time 24 hour. Yields the product C(C)(=O)N1CC(CCC1)C(C1=CC=C(C=C1)N1CCCCC1)=O (1-Acetyl-3-(4-piperidinobenzoyl)piperidine). Reaction SMILES: [C:1]([N:4]1[CH2:9][CH2:8][CH2:7][CH:6]([C:10](=[O:18])[C:11]2[CH:16]=[CH:15][C:14](F)=[CH:13][CH:12]=2)[CH2:5]1)(=[O:3])[CH3:2].[NH:19]1[CH2:24][CH2:23][CH2:22][CH2:21][CH2:20]1>>[C:1]([N:4]1[CH2:9][CH2:8][CH2:7][CH:6]([C:10](=[O:18])[C:11]2[CH:16]=[CH:15][C:14]([N:19]3[CH2:24][CH2:23][CH2:22][CH2:21][CH2:20]3)=[CH:13][CH:12]=2)[CH2:5]1)(=[O:3])[CH3:2]. Procedure: A mixture consisting of 3.73 g of 1-acetyl-3-(4-fluorobenzoyl)piperidine and 5 ml of piperidine was stirred at 100° C. for 24 hours and the reaction mixture was then worked up in the same manner as Example 1. The residue was recrystallized from ethyl ether-n-hexane to give 3.2 g of colorless crystals melting at 116°-120° C. Starting materials: [BH4-].[Na+] (sodium borohydride), 46, N1=CC=CC2=CN=CC=C12 (1,6-naphthyridine), COC=1C=C(CCl)C=CC1OC (3,4-dimethoxybenzyl chloride). As a reaction SMILES: [N:1]1[C:10]2[C:5](=[CH:6][N:7]=[CH:8][CH:9]=2)[CH:4]=[CH:3][CH:2]=1.[CH3:11][O:12][C:13]1[CH:14]=[C:15]([CH:18]=[CH:19][C:20]=1[O:21][CH3:22])[CH2:16]Cl.[BH4-].[Na+]>CO>[CH3:11][O:12][C:13]1[CH:14]=[C:15]([CH:18]=[CH:19][C:20]=1[O:21][CH3:22])[CH2:16][N:7]1[CH2:8][CH2:9][C:10]2[N:1]=[CH:2][CH:3]=[CH:4][C:5]=2[CH2:6]1 |f:2.3|. Procedure details: A solution of 1,6-naphthyridine (5.2 g, 0.04 mol) and 3,4-dimethoxybenzyl chloride (8.95 g, 0.048 mol) was refluxed for 3 hours. The precipitated quatenary salt was separated by filtration, dissolved in technical grade methanol (400 ml) and sodium borohydride (15.1 g, 0.4 mol) was added portionwise under ice cooling. After stirring overnight at room temperature, the reaction mixture was evaporated in vacuo, water added and extracted with chloroform. The organic layer was dried over anhydrous sod... Yields the product COC=1C=C(CN2CC=3C=CC=NC3CC2)C=CC1OC (5,6,7,8-tetrahydro-6-(3,4-dimethoxybenzyl)-1,6-naphthyridine). Reaction conditions: time 8 hour. Run in CO (methanol). Starting materials: C(C)OC(CN1C(COC2=C1C=CC=C2)=O)OCC (4-(2,2-diethoxyethyl)-1,4-benzoxazin-3-one), Cl (HCl). Run in C1CCOC1 (THF). Run at time 7 hour. Product: O=C1COC2=C(N1CC=O)C=CC=C2 (2-(3-oxo-1,4-benzoxazin-4-yl)acetaldehyde). The yield is 95.6%. As a reaction SMILES: C([O:3][CH:4](OCC)[CH2:5][N:6]1[C:11]2[CH:12]=[CH:13][CH:14]=[CH:15][C:10]=2[O:9][CH2:8][C:7]1=[O:16])C.Cl>C1COCC1>[O:16]=[C:7]1[N:6]([CH2:5][CH:4]=[O:3])[C:11]2[CH:12]=[CH:13][CH:14]=[CH:15][C:10]=2[O:9][CH2:8]1. Procedure: Dissolve 4-(2,2-diethoxyethyl)-1,4-benzoxazin-3-one (710 mg, 2.68 mmol) in THF (5.35 mL) and add aqueous HCl (3 M, 3.57 mL, 10.7 mmol). Stir at ambient temperature for 7 hours. Remove the organic solvent using a stream of nitrogen gas, and extract the aqueous residue with EtOAc. Combine the organic extracts; wash with water and saturated aqueous NaHCO3; and dry over Na2SO4. Filter and remove the solvents from the filtrate under reduced pressure to provide the title compound as a white solid (490... The reactants are CCC(Br)C(=O)c1ccc(Cl)cc1, COc1ccc(N2CCN(c3ncc(-n4cn[nH]c4=O)cn3)CC2)cc1, C[Si](C)(C)[N-][Si](C)(C)C, CN(C)C=O, [Na+], C1CCOC1, O. Product: CCC(C(=O)c1ccc(Cl)cc1)n1ncn(-c2cnc(N3CCN(c4ccc(OC)cc4)CC3)nc2)c1=O. As a reaction SMILES: [Br:37][CH:38]([C:39](=[O:40])[c:41]1[cH:42][cH:43][c:44]([Cl:47])[cH:45][cH:46]1)[CH2:48][CH3:49].[CH3:1][O:2][c:3]1[cH:4][cH:5][c:6]([N:9]2[CH2:10][CH2:11][N:12]([c:15]3[n:16][cH:17][c:18](-[n:21]4[c:22](=[O:26])[nH:23][n:24][cH:25]4)[cH:19][n:20]3)[CH2:13][CH2:14]2)[cH:7][cH:8]1.[CH3:27][Si:28]([N-:29][Si:30]([CH3:31])([CH3:32])[CH3:33])([CH3:34])[CH3:35].[CH3:56][N:57]([CH3:58])[CH:59]=[O:60].[Na+:36].[O:51]1[CH2:52][CH2:53][CH2:54][CH2:55]1.[OH2:50]>>[CH3:1][O:2][c:3]1[cH:4][cH:5][c:6]([N:9]2[CH2:10][CH2:11][N:12]([c:15]3[n:16][cH:17][c:18](-[n:21]4[c:22](=[O:26])[n:23]([CH:38]([C:39](=[O:40])[c:41]5[cH:42][cH:43][c:44]([Cl:47])[cH:45][cH:46]5)[CH2:48][CH3:49])[n:24][cH:25]4)[cH:19][n:20]3)[CH2:13][CH2:14]2)[cH:7][cH:8]1. Reactants: C(C)(=O)O (Acetic acid), saturated aqueous solution, C(O)([O-])=O.[Na+] (sodium hydrogencarbonate), C(C)OC(=O)C=1C=C2C(C(=C(OC2=CC1)C1=CC=CC=C1)OCCCN1CCN(CC1)CC1=NC2=CC=CC=C2C=C1)=O (6-Ethoxycarbonyl-3-[3-{4-(2-quinolinylmethyl)piperazin-1-yl}propoxy]flavone). Solvent: C(C)O (ethanol). Yields the product C(=O)(O)C=1C=C2C(C(=C(OC2=CC1)C1=CC=CC=C1)OCCCN1CCN(CC1)CC1=NC2=CC=CC=C2C=C1)=O (6-carboxy-3-[3-{4-(2-quinolinylmethyl)piperazin-1-yl}propoxy]flavone). Yield: 74.0%. As a reaction SMILES: C([O:3][C:4]([C:6]1[CH:7]=[C:8]2[C:13](=[CH:14][CH:15]=1)[O:12][C:11]([C:16]1[CH:21]=[CH:20][CH:19]=[CH:18][CH:17]=1)=[C:10]([O:22][CH2:23][CH2:24][CH2:25][N:26]1[CH2:31][CH2:30][N:29]([CH2:32][C:33]3[CH:42]=[CH:41][C:40]4[C:35](=[CH:36][CH:37]=[CH:38][CH:39]=4)[N:34]=3)[CH2:28][CH2:27]1)[C:9]2=[O:43])=[O:5])C.C(=O)([O-])O.[Na+].C(O)(=O)C>C(O)C>[C:4]([C:6]1[CH:7]=[C:8]2[C:13](=[CH:14][CH:15]=1)[O:12][C:11]([C:16]1[CH:17]=[CH:18][CH:19]=[CH:20][CH:21]=1)=[C:10]([O:22][CH2:23][CH2:24][CH2:25][N:26]1[CH2:27][CH2:28][N:29]([CH2:32][C:33]3[CH:42]=[CH:41][C:40]4[C:35](=[CH:36][CH:37]=[CH:38][CH:39]=4)[N:34]=3)[CH2:30][CH2:31]1)[C:9]2=[O:43])([OH:5])=[O:3] |f:1.2|. Reported procedure: 6-Ethoxycarbonyl-3-[3-{4-(2-quinolinylmethyl)piperazin-1-yl}propoxy]flavone (0.8 mmol) was dissolved in 20 ml of ethanol, followed by the addition of 2 ml of a saturated aqueous solution of sodium hydrogencarbonate. The reaction mixture was refluxed for 2 hours and was then allowed to cool down. The solvent was driven off under reduced pressure. Acetic acid was added to the residue to neutralize the same, followed by extraction with chloroform. After the organic layer was concentrated under redu... Reactants: C([O-])(O)=O.[Na+] (Sodium bicarbonate), Cl.CN(CCC(C=CC1=CC=CC=C1)=O)C (5-(Dimethylamino)-1-phenyl-1-penten-3-one, hydrochloride), [BH4-].[Na+] (NaBH4). The solvent is O (water), CO.O (methanol water). Reaction conditions: time 2 hour. Product: CN(CCC(C=CC1=CC=CC=C1)O)C (5-(Dimethylamino)-3-hydroxy-1-phenyl-1-pentene). The yield is 89.3%. As a reaction SMILES: Cl.[CH3:2][N:3]([CH3:16])[CH2:4][CH2:5][C:6](=[O:15])[CH:7]=[CH:8][C:9]1[CH:14]=[CH:13][CH:12]=[CH:11][CH:10]=1.C(=O)(O)[O-].[Na+].[BH4-].[Na+]>CO.O.O>[CH3:16][N:3]([CH3:2])[CH2:4][CH2:5][CH:6]([OH:15])[CH:7]=[CH:8][C:9]1[CH:10]=[CH:11][CH:12]=[CH:13][CH:14]=1 |f:0.1,2.3,4.5,6.7|. Procedure: 5-(Dimethylamino)-1-phenyl-1-penten-3-one, hydrochloride (1:1) (18.6 g, 0.078 mole) is dissolved in 200 ml 1:1 methanol-water. Sodium bicarbonate (2.0 g) is added, followed by the portionwise addition of NaBH4 (3.0 g) at 35° C. After addition, the reaction mixture is stirred for 2 hours at room temperature. This solution is diluted with 200 ml of water and organics are extracted with ether. The ether is dried with MgSO4, filtered and concentrated in vacuo to yield 14.3 g of product. IR consisten...